From a dataset of the Open Reaction Database (ORD), a public repository of structured organic reaction records. describe an organic reaction: reactants, conditions, products, and yield As a reaction SMILES: [C:7](#[N:8])[CH2:9][C:10](=[O:11])[OH:12].[CH3:18][c:19]1[cH:20][cH:21][cH:22][cH:23][cH:24]1.[OH:1][CH2:2][Si:3]([CH3:4])([CH3:5])[CH3:6].[S:13](=[O:14])(=[O:15])([OH:16])[OH:17]>>[O:1]([CH2:2][Si:3]([CH3:4])([CH3:5])[CH3:6])[C:10]([CH2:9][C:7]#[N:8])=[O:11]. Reactants: N#CCC(=O)O, Cc1ccccc1, C[Si](C)(C)CO, O=S(=O)(O)O. Yields the product C[Si](C)(C)COC(=O)CC#N.